Task: describe an organic reaction: reactants, conditions, products, and yield. Dataset: the Open Reaction Database (ORD), a public repository of structured organic reaction records The reactants are CN(C)C=O, CN1N=CN2C1=Cn1c(cc3ccc(Cl)cc31)-c1ccccc12, O=C1CCC(=O)N1Cl, O. The product is CN1N=CN2C1=Cn1c(cc3c(Cl)cc(Cl)cc31)-c1ccccc12. As a reaction SMILES: [CH3:33][N:34]([CH3:35])[CH:36]=[O:37].[CH3:9][N:10]1[N:11]=[CH:12][N:13]2[C:14]1=[CH:15][n:16]1[c:17]([cH:24][c:25]3[cH:26][cH:27][c:28]([Cl:31])[cH:29][c:30]13)-[c:18]1[c:19]2[cH:20][cH:21][cH:22][cH:23]1.[Cl:1][N:2]1[C:3](=[O:4])[CH2:5][CH2:6][C:7]1=[O:8].[OH2:32]>>[Cl:1][c:26]1[c:25]2[cH:24][c:17]3[n:16]([c:30]2[cH:29][c:28]([Cl:31])[cH:27]1)[CH:15]=[C:14]1[N:10]([CH3:9])[N:11]=[CH:12][N:13]1[c:19]1[c:18]-3[cH:23][cH:22][cH:21][cH:20]1. The reactants are COC1=C(C(=CC(=C1)C)C)C1=CC=CC=2N1N=C(C2NC(OC(C)(C)C)=O)SC (tert-butyl N-[7-(2-methoxy-4,6-dimethylphenyl)-2-(methylsulfanyl)pyrazolo[1,5-a]pyridin-3-yl]carbamate), [H-].[Na+] (sodium hydride), O (Water), BrCC1CC1 ((bromomethyl)cyclopropane). Run in CN(C=O)C (N,N-dimethylformamide), C(C)(=O)OCC (ethyl acetate). Run at temperature 40 celsius, time 1 hour. Product: C1(CC1)CN(C(OC(C)(C)C)=O)C=1C(=NN2C1C=CC=C2C2=C(C=C(C=C2C)C)OC)SC (tert-butyl N-cyclopropylmethyl-N-[7-(2-methoxy-4,6-dimethylphenyl)-2-(methylsulfanyl)pyrazolo[1,5-a]pyridin-3-yl]carbamate). RXN SMILES: [CH3:1][O:2][C:3]1[CH:8]=[C:7]([CH3:9])[CH:6]=[C:5]([CH3:10])[C:4]=1[C:11]1[N:16]2[N:17]=[C:18]([S:28][CH3:29])[C:19]([NH:20][C:21](=[O:27])[O:22][C:23]([CH3:26])([CH3:25])[CH3:24])=[C:15]2[CH:14]=[CH:13][CH:12]=1.[H-].[Na+].Br[CH2:33][CH:34]1[CH2:36][CH2:35]1.O>CN(C)C=O.C(OCC)(=O)C>[CH:34]1([CH2:33][N:20]([C:19]2[C:18]([S:28][CH3:29])=[N:17][N:16]3[C:11]([C:4]4[C:5]([CH3:10])=[CH:6][C:7]([CH3:9])=[CH:8][C:3]=4[O:2][CH3:1])=[CH:12][CH:13]=[CH:14][C:15]=23)[C:21](=[O:27])[O:22][C:23]([CH3:25])([CH3:24])[CH3:26])[CH2:36][CH2:35]1 |f:1.2|. Reported procedure: After dissolving tert-butyl N-[7-(2-methoxy-4,6-dimethylphenyl)-2-(methylsulfanyl)pyrazolo[1,5-a]pyridin-3-yl]carbamate (400 mg) in N,N-dimethylformamide (5 mL), sodium hydride (60%, 58 mg) was added while cooling on ice, and then (bromomethyl)cyclopropane (111 μL) was added and the mixture was stirred for 1 hour at 40° C. Water was added to the reaction mixture, extraction was performed with ethyl acetate and the extract was washed with brine. After drying the obtained organic layer over anhydr... The reactants are C(C)(=O)OCC (ethyl acetate), CC(C)(C)[Si](OC[C@H](C)OC=1C=C(C(=O)NC2=NC=C(N=C2)C)C=C(C1)O)(C)C (3-[((1S)-2-{[(1,1-dimethylethyl)(dimethyl)silyl]oxy}-1-methylethyl)oxy]-5-hydroxy-N-(5-methylpyrazin-2-yl)benzamide), N1(CCC1)C(=O)C1=NC=C(N=C1)Cl (2-(azetidin-1-ylcarbonyl)-5-chloropyrazine), C([O-])([O-])=O.[K+].[K+] (potassium carbonate). Solvent: C(C)#N (acetonitrile). Reaction conditions: temperature 140 celsius, time 1 hour. The product is N1(CCC1)C(=O)C=1N=CC(=NC1)OC=1C=C(C(=O)NC2=NC=C(N=C2)C)C=C(C1)O[C@H](CO[Si](C)(C)C(C)(C)C)C (3-{[5-(Azetidin-1-ylcarbonyl)pyrazin-2-yl]oxy}-5-[((1S)-2-{[(1,1-dimethylethyl)(dimethyl)silyl]oxy}-1-methylethyl)oxy]-N-(5-methylpyrazin-2-yl)benzamide). The yield is 53.6%. RXN SMILES: [CH3:1][C:2]([Si:5]([CH3:29])([CH3:28])[O:6][CH2:7][C@@H:8]([O:10][C:11]1[CH:12]=[C:13]([CH:24]=[C:25]([OH:27])[CH:26]=1)[C:14]([NH:16][C:17]1[CH:22]=[N:21][C:20]([CH3:23])=[CH:19][N:18]=1)=[O:15])[CH3:9])([CH3:4])[CH3:3].[N:30]1([C:34]([C:36]2[CH:41]=[N:40][C:39](Cl)=[CH:38][N:37]=2)=[O:35])[CH2:33][CH2:32][CH2:31]1.C(=O)([O-])[O-].[K+].[K+].C(OCC)(=O)C>C(#N)C>[N:30]1([C:34]([C:36]2[N:37]=[CH:38][C:39]([O:27][C:25]3[CH:24]=[C:13]([CH:12]=[C:11]([O:10][C@@H:8]([CH3:9])[CH2:7][O:6][Si:5]([C:2]([CH3:3])([CH3:4])[CH3:1])([CH3:28])[CH3:29])[CH:26]=3)[C:14]([NH:16][C:17]3[CH:22]=[N:21][C:20]([CH3:23])=[CH:19][N:18]=3)=[O:15])=[N:40][CH:41]=2)=[O:35])[CH2:33][CH2:32][CH2:31]1 |f:2.3.4|. Procedure: A mixture of 3-[((1S)-2-{[(1,1-dimethylethyl)(dimethyl)silyl]oxy}-1-methylethyl)oxy]-5-hydroxy-N-(5-methylpyrazin-2-yl)benzamide (0.12 g, 0.29 mmol), 2-(azetidin-1-ylcarbonyl)-5-chloropyrazine (57 mg, 0.29 mmol) and potassium carbonate (80 mg, 0.57 mmol) in acetonitrile (5 mL) was stirred in a microwave reactor at 140° C. for 1 hour. The mixture was reduced in vacuo and ethyl acetate (50 mL) added. The mixture was washed with water (50 mL), brine (50 mL), dried (MgSO4), filtered and reduced in v... Starting materials: CS(C)=O, Oc1cc(Cl)c(Br)cc1Cl, O=[N+]([O-])c1cc(Cl)c(Cl)cc1Oc1ccccc1, [Na+], [OH-]. RXN SMILES: [CH3:31][S:32]([CH3:33])=[O:34].[Cl:19][c:20]1[c:21]([OH:28])[cH:22][c:23]([Cl:27])[c:24]([Br:26])[cH:25]1.[Cl:1][c:2]1[cH:3][c:4]([N+:16](=[O:17])[O-:18])[c:5]([O:9][c:10]2[cH:11][cH:12][cH:13][cH:14][cH:15]2)[cH:6][c:7]1[Cl:8].[Na+:30].[OH-:29]>>[Cl:1][c:2]1[cH:3][c:4]([N+:16](=[O:17])[O-:18])[c:5]([O:9][c:10]2[cH:11][cH:12][cH:13][cH:14][cH:15]2)[cH:6][c:7]1[O:28][c:21]1[c:20]([Cl:19])[cH:25][c:24]([Br:26])[c:23]([Cl:27])[cH:22]1. The product is O=[N+]([O-])c1cc(Cl)c(Oc2cc(Cl)c(Br)cc2Cl)cc1Oc1ccccc1.